From a dataset of the Open Reaction Database (ORD), a public repository of structured organic reaction records. describe an organic reaction: reactants, conditions, products, and yield The reactants are ICI (Diiodomethane), FC(C(=O)N1CCC2=C(C(C1)=C)C=CC(=C2)OC)(F)F (N-Trifluoroacetyl-7-methoxy-1-methylene-2,3,4,5-tetrahydro-1H-3-benzazepine), C(C)[Zn]CC (diethyl zinc), FC(C(=O)O)(F)F (trifluoroacetic acid). The solvent is ClCCl (dichloromethane), ClCCl (dichloromethane), ClCCl (dichloromethane), ClCCl (dichloromethane). Reaction conditions: time 15 minute. Yields the product FC(C(=O)N1CCC2=C(C(C1)C1CC1)C=CC(=C2)OCC)(F)F (N-Trifluoroacetyl-1-cyclopropyl-7-ethoxy-2,3,4,5-tetrahydro-1H-3-benzazepine). RXN SMILES: C([Zn][CH2:4][CH3:5])C.F[C:7](F)(F)[C:8](O)=O.ICI.[F:16][C:17]([F:35])([F:34])[C:18]([N:20]1[CH2:26][C:25](=[CH2:27])[C:24]2[CH:28]=[CH:29][C:30]([O:32]C)=[CH:31][C:23]=2[CH2:22][CH2:21]1)=[O:19]>ClCCl>[F:34][C:17]([F:35])([F:16])[C:18]([N:20]1[CH2:26][CH:25]([CH:27]2[CH2:8][CH2:7]2)[C:24]2[CH:28]=[CH:29][C:30]([O:32][CH2:4][CH3:5])=[CH:31][C:23]=2[CH2:22][CH2:21]1)=[O:19]. Procedure: A solution of diethyl zinc (1 mL, 1M in hexanes) in dichloromethane (1 mL) at 0 C was treated with trifluoroacetic acid in dichloromethane (0.5 mL) and the mixture stirred for 15 min. Diiodomethane (0.280 g, 1.0 mmol) in dichloromethane (0.5 mL) was then added and stirred for 15 minutes. N-Trifluoroacetyl-7-methoxy-1-methylene-2,3,4,5-tetrahydro-1H-3-benzazepine (0.075 g, 0.26 mmol) in dichloromethane (1 mL) was added and the mixture stirred for 30 minutes at 0 C and then for 2 hours at 20 C. Th... The reactants are CS(=O)(=O)c1nccc(-n2cnc3ccccc32)n1, CC(N)c1cccc2ccccc12. Product: CC(Nc1nccc(-n2cnc3ccccc32)n1)c1cccc2ccccc12. Reaction SMILES: [CH3:1][S:2](=[O:3])(=[O:4])[c:5]1[n:6][cH:7][cH:8][c:9](-[n:11]2[cH:12][n:13][c:14]3[c:15]2[cH:16][cH:17][cH:18][cH:19]3)[n:10]1.[c:20]1([CH:30]([CH3:31])[NH2:32])[cH:21][cH:22][cH:23][c:24]2[cH:25][cH:26][cH:27][cH:28][c:29]12>>[c:5]1([NH:32][CH:30]([c:20]2[cH:21][cH:22][cH:23][c:24]3[cH:25][cH:26][cH:27][cH:28][c:29]23)[CH3:31])[n:6][cH:7][cH:8][c:9](-[n:11]2[cH:12][n:13][c:14]3[c:15]2[cH:16][cH:17][cH:18][cH:19]3)[n:10]1. Starting materials: C(C)NC1=C(C=CC(=C1)OC)C1CC=2C=CC(=CC2CC1)OC(C(C)(C)C)=O (pivalic acid 6-(2-ethylamino-4-methoxyphenyl)-5,6,7,8-tetrahydronaphthalen-2-yl ester), N1(CCCCCC1)CCOC=1C=CC(=NC1)C(=O)[O-].[Na+] (sodium 5-(2-azepan-1-ylethoxy)pyridine-2-carboxylate). Product: N1(CCCCCC1)CCOC=1C=CC(=NC1)CN(C1=C(C=CC(=C1)OC)C1CC=2C=CC(=CC2CC1)O)CC (6-{2-{[5-(2-Azepan-1-ylethoxy)pyridin-2-ylmethyl]ethylamino}-4-methoxyphenyl}-5,6,7,8-tetrahydronaphthalen-2-ol). Isolated yield 50.4%. As a reaction SMILES: [CH2:1]([NH:3][C:4]1[CH:9]=[C:8]([O:10][CH3:11])[CH:7]=[CH:6][C:5]=1[CH:12]1[CH2:21][CH2:20][C:19]2[CH:18]=[C:17]([O:22]C(=O)C(C)(C)C)[CH:16]=[CH:15][C:14]=2[CH2:13]1)[CH3:2].[N:29]1([CH2:36][CH2:37][O:38][C:39]2[CH:40]=[CH:41][C:42]([C:45]([O-])=O)=[N:43][CH:44]=2)[CH2:35][CH2:34][CH2:33][CH2:32][CH2:31][CH2:30]1.[Na+]>>[N:29]1([CH2:36][CH2:37][O:38][C:39]2[CH:40]=[CH:41][C:42]([CH2:45][N:3]([CH2:1][CH3:2])[C:4]3[CH:9]=[C:8]([O:10][CH3:11])[CH:7]=[CH:6][C:5]=3[CH:12]3[CH2:21][CH2:20][C:19]4[CH:18]=[C:17]([OH:22])[CH:16]=[CH:15][C:14]=4[CH2:13]3)=[N:43][CH:44]=2)[CH2:30][CH2:31][CH2:32][CH2:33][CH2:34][CH2:35]1 |f:1.2|. Procedure details: Synthesized from pivalic acid 6-(2-ethylamino-4-methoxyphenyl)-5,6,7,8-tetrahydronaphthalen-2-yl ester (40 mg) and sodium 5-(2-azepan-1-ylethoxy)pyridine-2-carboxylate (120 mg) according to an analogous synthetic method to Example 152, the title compound (28 mg) was obtained.